From a dataset of the Open Reaction Database (ORD), a public repository of structured organic reaction records. describe an organic reaction: reactants, conditions, products, and yield The reactants are C1(CCCCC1)N(C(CCCOC=1C=C2CN3C(=NC2=CC1)NC(C3=C)=O)=O)CCOC(C)=O (N-cyclohexyl-N-(2-acetoxyethyl)-4-(2-oxo-3-methylene-1,2,3,5-tetrahydroimidazo[2,1-b]quinazolin-7-yl)oxybutanamide), [OH-].[Na+] (NaOH), Cl (HCl). Solvent: C(C)O (ethanol). Conditions: time 30 minute. The product is C1(CCCCC1)N(C(CCCOC=1C=C2CN3C(=NC2=CC1)NC(C3=C)=O)=O)CCO (N-cyclohexyl-N-(2-hydroxyethyl)-4-(2-oxo-3-methylene-1,2,3,5-tetrahydroimidazo[2,1-b]quinazolin-7-yl)oxybutanamide). RXN SMILES: [CH:1]1([N:7]([CH2:29][CH2:30][O:31]C(=O)C)[C:8](=[O:28])[CH2:9][CH2:10][CH2:11][O:12][C:13]2[CH:14]=[C:15]3[C:20](=[CH:21][CH:22]=2)[N:19]=[C:18]2[NH:23][C:24](=[O:27])[C:25](=[CH2:26])[N:17]2[CH2:16]3)[CH2:6][CH2:5][CH2:4][CH2:3][CH2:2]1.[OH-].[Na+].Cl>C(O)C>[CH:1]1([N:7]([CH2:29][CH2:30][OH:31])[C:8](=[O:28])[CH2:9][CH2:10][CH2:11][O:12][C:13]2[CH:14]=[C:15]3[C:20](=[CH:21][CH:22]=2)[N:19]=[C:18]2[NH:23][C:24](=[O:27])[C:25](=[CH2:26])[N:17]2[CH2:16]3)[CH2:6][CH2:5][CH2:4][CH2:3][CH2:2]1 |f:1.2|. Reported procedure: To a solution of N-cyclohexyl-N-(2-acetoxyethyl)-4-(2-oxo-3-methylene-1,2,3,5-tetrahydroimidazo[2,1-b]quinazolin-7-yl)oxybutanamide 50 mg in ethanol (20 ml) was added 3N NaOH (5 ml) in small portions. After 30 minutes at room temperature, the reaction mixture was neutralized with concentrated HCl and the resulting precipitate was collected by filtration and dried to give the title compound. The reactants are O=C1N(C2=CC(=CC=C2C=C1)C#N)CC=O (2-oxo-1-(2-oxoethyl)-1,2-dihydro-7-quinolinecarbonitrile), C(C)(C)(C)OC(=O)NC1CCNCC1 (4-t-butoxycarbonylaminopiperidine), C(C)(C)(C)OC(=O)NC1CCNCC1 (4-t-butoxycarbonylaminopiperidine), [BH-](OC(=O)C)(OC(=O)C)OC(=O)C.[Na+] (NaBH(OAc)3), [BH-](OC(=O)C)(OC(=O)C)OC(=O)C.[Na+] (NaBH(OAc)3). The solvent is C(Cl)(Cl)Cl (chloroform), CO (MeOH). Reaction conditions: time 1 hour. Product: C(#N)C1=CC=C2C=CC(N(C2=C1)CCN1CCC(CC1)NC(OC(C)(C)C)=O)=O (1,1-Dimethylethyl {1-[2-(7-cyano-2-oxo-1(2H)-quinolinyl)ethyl]-4-piperidinyl}carbamate). Yield: 99.1%. As a reaction SMILES: [O:1]=[C:2]1[CH:11]=[CH:10][C:9]2[C:4](=[CH:5][C:6]([C:12]#[N:13])=[CH:7][CH:8]=2)[N:3]1[CH2:14][CH:15]=O.[C:17]([O:21][C:22]([NH:24][CH:25]1[CH2:30][CH2:29][NH:28][CH2:27][CH2:26]1)=[O:23])([CH3:20])([CH3:19])[CH3:18].[BH-](OC(C)=O)(OC(C)=O)OC(C)=O.[Na+]>C(Cl)(Cl)Cl.CO>[C:12]([C:6]1[CH:5]=[C:4]2[C:9]([CH:10]=[CH:11][C:2](=[O:1])[N:3]2[CH2:14][CH2:15][N:28]2[CH2:27][CH2:26][CH:25]([NH:24][C:22](=[O:23])[O:21][C:17]([CH3:19])([CH3:18])[CH3:20])[CH2:30][CH2:29]2)=[CH:8][CH:7]=1)#[N:13] |f:2.3|. Procedure details: A solution of 2-oxo-1-(2-oxoethyl)-1,2-dihydro-7-quinolinecarbonitrile (0.60 g, 2.8 mmol) and 4-t-butoxycarbonylaminopiperidine (0.68 g, 2.8 mmol) in chloroform (30 ml) and MeOH (20 ml) was stirred at 60° C. for 1 h. The mixture was then treated with NaBH(OAc)3 (1.8 g, 8.5 mmol), stirred at rt for 1 h, more 4-t-butoxycarbonylaminopiperidine (340 mg, 1.4 mmol) and NaBH(OAc)3 (1.2 g, 5.7 mmol) were then added and the reaction stirred at rt for 1 h. The solvents were then removed and the residue wa... Starting materials: COC(=O)C=1NN=C(C1)OCC=1C(=NOC1C)CCCC (5-(3-butyl-5-methyl-isoxazol-4-ylmethoxy)-2H-pyrazole-3-carboxylic acid methyl ester), NC(CO)CO (2-amino-1,3-propandiol). Product: OCC(CO)NC(=O)C=1NN=C(C1)OCC=1C(=NOC1C)CCCC (5-(3-Butyl-5-methyl-isoxazol-4-ylmethoxy)-2H-pyrazole-3-carboxylic acid (2-hydroxy-1-hydroxymethyl-ethyl)-amide). Yield: 10.0%. RXN SMILES: CO[C:3]([C:5]1[NH:6][N:7]=[C:8]([O:10][CH2:11][C:12]2[C:13]([CH2:18][CH2:19][CH2:20][CH3:21])=[N:14][O:15][C:16]=2[CH3:17])[CH:9]=1)=[O:4].[NH2:22][CH:23]([CH2:26][OH:27])[CH2:24][OH:25]>>[OH:25][CH2:24][CH:23]([NH:22][C:3]([C:5]1[NH:6][N:7]=[C:8]([O:10][CH2:11][C:12]2[C:13]([CH2:18][CH2:19][CH2:20][CH3:21])=[N:14][O:15][C:16]=2[CH3:17])[CH:9]=1)=[O:4])[CH2:26][OH:27]. Procedure details: As described for example 27, 5-(3-butyl-5-methyl-isoxazol-4-ylmethoxy)-2H-pyrazole-3-carboxylic acid methyl ester (100 mg, 0.34 mmol) was converted, using 2-amino-1,3-propandiol instead of L-alaninol, to the title compound (12 mg, 10%) which was obtained as a white solid. MS: m/e=353.3 [M+H]+. Reactants: C(#C)C=1N=C2C(=NC1)NC=C2C(C(C)(C)C)=O (1-(2-ethynyl-5H-pyrrolo[2,3-b]pyrazin-7-yl)-2,2-dimethyl-propan-1-one), C(C1=CC=CC=C1)N=[N+]=[N-] (benzyl azide), O=C1C(O)=C(O)[C@H](O1)[C@@H](O)CO (L-ascorbic acid). The reagents and catalysts are [O-]S(=O)(=O)[O-].[Cu+2] (CuSO4). The solvent is O (water), C(C)(C)(C)O (tert-butanol), O (water). Yields the product EtOAc hexanes, C(C1=CC=CC=C1)N1N=NC(=C1)C=1N=C2C(=NC1)NC=C2C(C(C)(C)C)=O (1-[2-(1-benzyl-1H-[1,2,3]triazol-4-yl)-5H-pyrrolo[2,3-b]pyrazin-7-yl]-2,2-dimethyl-propan-1-one). Yield: 22.7%. Reaction SMILES: [C:1]([C:3]1[N:4]=[C:5]2[C:11]([C:12](=[O:17])[C:13]([CH3:16])([CH3:15])[CH3:14])=[CH:10][NH:9][C:6]2=[N:7][CH:8]=1)#[CH:2].[CH2:18]([N:25]=[N+:26]=[N-:27])[C:19]1[CH:24]=[CH:23][CH:22]=[CH:21][CH:20]=1.O=C1O[C@H]([C@H](CO)O)C(O)=C1O>C(O)(C)(C)C.O.[O-]S([O-])(=O)=O.[Cu+2]>[CH2:18]([N:25]1[CH:2]=[C:1]([C:3]2[N:4]=[C:5]3[C:11]([C:12](=[O:17])[C:13]([CH3:14])([CH3:16])[CH3:15])=[CH:10][NH:9][C:6]3=[N:7][CH:8]=2)[N:27]=[N:26]1)[C:19]1[CH:24]=[CH:23][CH:22]=[CH:21][CH:20]=1 |f:5.6|. Reported procedure: A solution of 1-(2-ethynyl-5H-pyrrolo[2,3-b]pyrazin-7-yl)-2,2-dimethyl-propan-1-one (0.100 g, 0.44 mmol), benzyl azide (0.055 mL, 0.44 mmol), CuSO4 (0.007 g, 0.04 mmol), and L-ascorbic acid (0.078 g, 0.44 mmol) in 3 mL of tert-butanol and 3 mL of water was stirred for 1.5 h, then diluted with 30 mL of water and extracted with 100 mL of ethyl acetate. The organic layer was dried over MgSO4, filtered and concentrated to a residue. Silica gel chromatography (0->50% EtOAc/hexanes) afforded 0.036 g (... Reactants: C(F)(F)(F)[Sn](Cl)(Cl)I (CF3SnCl2I), C(C1=CC=CC=C1)=O (benzaldehyde). Solvent: CN(C=O)C (dimethylformamide). Product: C1(=CC=CC=C1)C(O)C(F)(F)F (phenyltrifluoromethylcarbinol). Reaction SMILES: [C:1]([Sn](I)(Cl)Cl)([F:4])([F:3])[F:2].[CH:9](=[O:16])[C:10]1[CH:15]=[CH:14][CH:13]=[CH:12][CH:11]=1>CN(C)C=O>[C:10]1([CH:9]([C:1]([F:4])([F:3])[F:2])[OH:16])[CH:15]=[CH:14][CH:13]=[CH:12][CH:11]=1. Procedure: In Example 20, by using tin chloride instead of zinc powder, trifluoromethyl was caused to react with trifluoromethyl iodide (SnCl2), as in the case of the Example 20, and CF3SnCl2I was obtained. Consecutively, as in the case of the Example 20, CF3SnCl2I was put into a flask together with benzaldehyde and dimethylformamide, and subjected to reaction under the action of ultrasonic waves, and the product extracted from an oil layer generated was hydrolyzed, thereby phenyltrifluoromethylcarbinol wa... The reactants are ClC=1C=CC(=C(C1)C(\N=C\1/SC=C(N1CC1CCC1)C)=NC#N)OC (5-chloro-N′-cyano-N-[(2Z)-3-(cyclobutylmethyl)-4-methyl-1,3-thiazol-2(3H)-ylidene]-2-methoxybenzenecarboximidamide), C(C)(C)[N-]C(C)C.[Li+] (lithium diisopropylamide), [Cl-].[NH4+] (ammonium chloride), CC(=O)C (acetone). The solvent is O1CCCC1 (tetrahydrofuran), O (water). Reaction conditions: time 0.5 hour. The product is ClC=1C=CC(=C(C1)C(\N=C\1/SC(=C(N1CC1CCC1)C)C(C)(C)O)=NC#N)OC (5-chloro-N′-cyano-N-[(2Z)-3-(cyclobutylmethyl)-5-(1-hydroxy-1-methylethyl)-4-methyl-1,3-thiazol-2(3H)-ylidene]-2-methoxybenzenecarboximidamide). Isolated yield 55.8%. RXN SMILES: [Cl:1][C:2]1[CH:3]=[CH:4][C:5]([O:24][CH3:25])=[C:6]([C:8](=[N:21][C:22]#[N:23])/[N:9]=[C:10]2\[S:11][CH:12]=[C:13]([CH3:20])[N:14]\2[CH2:15][CH:16]2[CH2:19][CH2:18][CH2:17]2)[CH:7]=1.C([N-]C(C)C)(C)C.[Li+].[CH3:34][C:35]([CH3:37])=[O:36].[Cl-].[NH4+]>O1CCCC1.O>[Cl:1][C:2]1[CH:3]=[CH:4][C:5]([O:24][CH3:25])=[C:6]([C:8](=[N:21][C:22]#[N:23])/[N:9]=[C:10]2\[S:11][C:12]([C:35]([OH:36])([CH3:37])[CH3:34])=[C:13]([CH3:20])[N:14]\2[CH2:15][CH:16]2[CH2:19][CH2:18][CH2:17]2)[CH:7]=1 |f:1.2,4.5|. Procedure details: To a solution of Example 110D (101 mg, 0.269 mmol) in anhydrous tetrahydrofuran (4 mL) at −78° C. was added lithium diisopropylamide (2 M, 0.404 mL). After 5 min acetone (46.9 mg, 0.808 mmol) was added and the reaction was stirred for 0.5 hrs. Saturated ammonium chloride solution (2 mL) was added to quench the reaction at this temperature. The reaction mixture was diluted with water and extracted with ethyl acetate (3×10 mL). The organic layers were combined, washed with brine, dried with sodium... Conditions: temperature 0 celsius, time 1 hour. RXN SMILES: Br.[F:2][C:3]1[CH:8]=[CH:7][C:6]([S:9]([C:12]2[C:13]([OH:24])=[CH:14][C:15]3[CH2:21][CH2:20][N:19]([CH3:22])[CH2:18][CH2:17][C:16]=3[CH:23]=2)(=[O:11])=[O:10])=[CH:5][CH:4]=1.[C:25]1(P(C2C=CC=CC=2)C2C=CC=CC=2)[CH:30]=CC=C[CH:26]=1.C(O)(C)C.N(C(OC(C)C)=O)=NC(OC(C)C)=O>O1CCCC1.CO.ClCCl>[F:2][C:3]1[CH:4]=[CH:5][C:6]([S:9]([C:12]2[C:13]([O:24][CH:25]([CH3:30])[CH3:26])=[CH:14][C:15]3[CH2:21][CH2:20][N:19]([CH3:22])[CH2:18][CH2:17][C:16]=3[CH:23]=2)(=[O:11])=[O:10])=[CH:7][CH:8]=1 |f:0.1,6.7|. Run in CO.ClCCl (methanol dichloromethane), O1CCCC1 (tetrahydrofuran). Reactants: N(=NC(=O)OC(C)C)C(=O)OC(C)C (Diisopropyl azodicarboxylate), Br.FC1=CC=C(C=C1)S(=O)(=O)C=1C(=CC2=C(CCN(CC2)C)C1)O (8-(4-Fluoro-benzenesulfonyl)-3-methyl-2,3,4,5-tetrahydro-1H-3-benzazepin-7-ol hydrobromide salt), C1(=CC=CC=C1)P(C1=CC=CC=C1)C1=CC=CC=C1 (triphenylphosphine), C(C)(C)O (isopropanol). Procedure: The phenol (D6) (1.1 g), triphenylphosphine (1.7 g) and isopropanol (0.5 ml) were dissolved in tetrahydrofuran and cooled to 0° C., Diisopropyl azodicarboxylate (1.3 ml) was added dropwise and the mixture stirred at room temperature for 1 h. The mixture was passed through an SCX column and then chromatography on silica eluting with 4% methanol/dichloromethane afforded the titled compound D29 (870 mg) MH+ 365 The product is FC1=CC=C(C=C1)S(=O)(=O)C1=CC2=C(CCN(CC2)C)C=C1OC(C)C (7-(4-Fluoro-benzenesulfonyl)-8-isopropoxy-3-methyl-2,3,4,5-tetrahydro-1H-3-benzazepine). Reactants: C(C)O (ethyl alcohol), C(C)NC1=NC(=NC=C1C=O)SC (4-ethylamino-2-methylsulfanyl-pyrimidine-5-carboxaldehyde), C(C)OC(CC1=CC(=CC(=C1)OC)OC)=O ((3,5-dimethoxyphenyl)-acetic acid ethyl ester), N12CCCCCC2=NCCC1 (1,8-diazabicyclo[5.4.0]undec-7-ene). Run in CS(=O)C (DMSO). Reaction conditions: temperature 47.5 celsius. Yields the product CSC=1N=CC2=C(N1)N(C(C(=C2)C2=CC(=CC(=C2)OC)OC)=O)CC (2-(methylsulfanyl)-6-(3,5-dimethoxyphenyl)-8-ethyl-8H-pyrido[2,3-d]pyrimidine-7-one). Yield: 83.9%. RXN SMILES: [CH2:1]([NH:3][C:4]1[C:9]([CH:10]=O)=[CH:8][N:7]=[C:6]([S:12][CH3:13])[N:5]=1)[CH3:2].C(O[C:17](=[O:29])[CH2:18][C:19]1[CH:24]=[C:23]([O:25][CH3:26])[CH:22]=[C:21]([O:27][CH3:28])[CH:20]=1)C.N12CCCN=C1CCCCC2.C(O)C>CS(C)=O>[CH3:13][S:12][C:6]1[N:7]=[CH:8][C:9]2[CH:10]=[C:18]([C:19]3[CH:20]=[C:21]([O:27][CH3:28])[CH:22]=[C:23]([O:25][CH3:26])[CH:24]=3)[C:17](=[O:29])[N:3]([CH2:1][CH3:2])[C:4]=2[N:5]=1. Procedure details: 4.8 Kg of 4-ethylamino-2-methylsulfanyl-pyrimidine-5-carboxaldehyde and 5.5 Kg of (3,5-dimethoxyphenyl)-acetic acid ethyl ester were dissolved in 10 L of DMSO at room temperature and stirred. 4.4 Kg of 1,8-diazabicyclo[5.4.0]undec-7-ene was added to the reaction mixture. The mixture was heated at about 45-50° C. for at least 3 hours. The reaction was monitored by reverse-phase HPLC. When the reaction was completed, ethyl alcohol (3 L) was added to the reaction vessel, which was cooled to 5-15° C...